Dataset: the Open Reaction Database (ORD), a public repository of structured organic reaction records. Task: describe an organic reaction: reactants, conditions, products, and yield Starting materials: OC=1C=CC(=C(C(=O)OC)C1)C (methyl 5-hydroxy-2-methylbenzoate), C(C)I (ethyl iodide), C(=O)([O-])[O-].[K+].[K+] (K2CO3). Solvent: CCOC(=O)C (EtOAc), O (H2O), CC#N (CH3CN). Conditions: temperature 100 celsius. Product: C(C)OC=1C=CC(=C(C(=O)OC)C1)C (methyl 5-ethoxy-2-methylbenzoate). Yield: 99.3%. As a reaction SMILES: [OH:1][C:2]1[CH:3]=[CH:4][C:5]([CH3:12])=[C:6]([CH:11]=1)[C:7]([O:9][CH3:10])=[O:8].[CH2:13](I)[CH3:14].C([O-])([O-])=O.[K+].[K+]>CC#N.CCOC(C)=O.O>[CH2:13]([O:1][C:2]1[CH:3]=[CH:4][C:5]([CH3:12])=[C:6]([CH:11]=1)[C:7]([O:9][CH3:10])=[O:8])[CH3:14] |f:2.3.4|. Procedure details: To a mixture of methyl 5-hydroxy-2-methylbenzoate (134a, 0.600 g, 3.63 mmol) and ethyl iodide (1.13 g, 7.26 mmol) in CH3CN (10 mL) was added K2CO3 (1.00 g, 7.26 mmol) at room temperature. The resulting mixture was heated at 100° C. for 12 hours. The reaction mixture was diluted with EtOAc (25 mL) and H2O (10 mL). The organic layer was separated and washed with NaOH (2 N, 5 mL), H2O (5 mL) and brine (5 mL), dried over Na2SO4 and concentrated under vacuum to give methyl 5-ethoxy-2-methylbenzoate (... Yields the product O=c1ncc(-c2ccccc2)cn1CCO. As a reaction SMILES: [Br:1][c:2]1[cH:3][n:4][c:5](=[O:11])[n:6]([CH2:8][CH2:9][OH:10])[cH:7]1.[CH3:27][O:28][CH2:29][CH2:30][O:31][CH3:32].[Na+:21].[Na+:22].[O-:23][C:24](=[O:25])[O-:26].[OH:12][B:13]([OH:14])[c:15]1[cH:16][cH:17][cH:18][cH:19][cH:20]1>>[c:2]1(-[c:15]2[cH:16][cH:17][cH:18][cH:19][cH:20]2)[cH:3][n:4][c:5](=[O:11])[n:6]([CH2:8][CH2:9][OH:10])[cH:7]1. Reactants: O=c1ncc(Br)cn1CCO, COCCOC, [Na+], [Na+], O=C([O-])[O-], OB(O)c1ccccc1. The reactants are CC(C)C[Al+]CC(C)C, Cl, [H-], CCOC(=O)c1cnoc1-c1ccc2c(c1)OCO2, C1CCOC1. The product is OCc1cnoc1-c1ccc2c(c1)OCO2. RXN SMILES: [CH2:21]([Al+:22][CH2:23][CH:24]([CH3:25])[CH3:26])[CH:27]([CH3:28])[CH3:29].[ClH:30].[H-:20].[O:1]1[CH2:2][O:3][c:4]2[c:5]1[cH:6][cH:7][c:8](-[c:10]1[c:11]([C:15](=[O:16])[O:17][CH2:18][CH3:19])[cH:12][n:13][o:14]1)[cH:9]2.[O:31]1[CH2:32][CH2:33][CH2:34][CH2:35]1>>[O:1]1[CH2:2][O:3][c:4]2[c:5]1[cH:6][cH:7][c:8](-[c:10]1[c:11]([CH2:15][OH:16])[cH:12][n:13][o:14]1)[cH:9]2. Starting materials: BrCc1ccccc1, O=C([O-])[O-], COC(=O)c1cc(OCCCCCCOc2ccc(-c3ccccc3)cc2)ccc1O, CC(C)=O, [K+], [K+], CN(C)C=O. Product: COC(=O)c1cc(OCCCCCCOc2ccc(-c3ccccc3)cc2)ccc1OCc1ccccc1. RXN SMILES: [Br:32][CH2:33][c:34]1[cH:35][cH:36][cH:37][cH:38][cH:39]1.[C:40](=[O:41])([O-:42])[O-:43].[CH3:1][O:2][C:3]([c:4]1[c:5]([OH:30])[cH:6][cH:7][c:8]([O:10][CH2:11][CH2:12][CH2:13][CH2:14][CH2:15][CH2:16][O:17][c:18]2[cH:19][cH:20][c:21](-[c:24]3[cH:25][cH:26][cH:27][cH:28][cH:29]3)[cH:22][cH:23]2)[cH:9]1)=[O:31].[CH3:46][C:47](=[O:48])[CH3:49].[K+:44].[K+:45].[O:50]=[CH:51][N:52]([CH3:53])[CH3:54]>>[CH3:1][O:2][C:3]([c:4]1[c:5]([O:30][CH2:33][c:34]2[cH:35][cH:36][cH:37][cH:38][cH:39]2)[cH:6][cH:7][c:8]([O:10][CH2:11][CH2:12][CH2:13][CH2:14][CH2:15][CH2:16][O:17][c:18]2[cH:19][cH:20][c:21](-[c:24]3[cH:25][cH:26][cH:27][cH:28][cH:29]3)[cH:22][cH:23]2)[cH:9]1)=[O:31]. Reactants: O=C([O-])[O-], CN(C)C=O, CC1CNCC(C)C1, ClCc1ccccc1, [K+], [K+]. Yields the product CC1CC(C)CN(Cc2ccccc2)C1. RXN SMILES: [C:1](=[O:2])([O-:3])[O-:4].[CH3:15][N:16]([CH3:17])[CH:18]=[O:19].[CH3:7][CH:8]1[CH2:9][NH:10][CH2:11][CH:12]([CH3:14])[CH2:13]1.[Cl:20][CH2:21][c:22]1[cH:23][cH:24][cH:25][cH:26][cH:27]1.[K+:5].[K+:6]>>[CH3:7][CH:8]1[CH2:9][N:10]([CH2:21][c:22]2[cH:23][cH:24][cH:25][cH:26][cH:27]2)[CH2:11][CH:12]([CH3:14])[CH2:13]1. Product: N1=CN=C(C=C1)C1=CC=C(C(=O)OC)C=C1 (methyl 4-(4-pyrimidinyl)benzoate). Reagents/catalysts: C1(=CC=CC=C1)P([C-]1C=CC=C1)C1=CC=CC=C1.[C-]1(C=CC=C1)P(C1=CC=CC=C1)C1=CC=CC=C1.[Fe+2] (1,1′-Bis(diphenylphosphino)ferrocene), C(C)(=O)[O-].[Pd+2].C(C)(=O)[O-] (palladium (II) acetate). As a reaction SMILES: [CH3:1][O:2]BO.Cl.Cl[C:7]1[CH:12]=[CH:11][N:10]=[CH:9][N:8]=1.[F-].[K+].[OH2:15].[C:16]1([CH3:22])[CH:21]=[CH:20][CH:19]=[CH:18][CH:17]=1>C1(P(C2C=CC=CC=2)[C-]2C=CC=C2)C=CC=CC=1.[C-]1(P(C2C=CC=CC=2)C2C=CC=CC=2)C=CC=C1.[Fe+2].C([O-])(=O)C.[Pd+2].C([O-])(=O)C.C(OCC)(=O)C>[N:10]1[CH:11]=[CH:12][C:7]([C:19]2[CH:20]=[CH:21][C:16]([C:22]([O:2][CH3:1])=[O:15])=[CH:17][CH:18]=2)=[N:8][CH:9]=1 |f:1.2,3.4,7.8.9,10.11.12|. Run in C(C)(=O)OCC (Ethyl acetate). Procedure: 1,1′-Bis(diphenylphosphino)ferrocene (2.48 g, 4.5 mmol) and palladium (II) acetate (1.0 g, 4.5 mmol) were stirred at 50° C. in toluene (25 ml) under an atmosphere of nitrogen for 30 minutes, then allowed to cool to room temperature. The boronic acid methyl ester from b) above (2.2 g, 11.2 mmol), 4-chloropyrimidine hydrochloride from a) above (1.69 g, 11.2 mmol) and potasium fluoride (3.9 g, 67 mmol) were added followed by water (25 mL). The reaction mixture was refluxed overnight under an atmosp... Starting materials: COBO (boronic acid methyl ester), Cl.ClC1=NC=NC=C1 (4-chloropyrimidine hydrochloride), [F-].[K+] (potasium fluoride), C1(=CC=CC=C1)C (toluene), O (water).